The task is: describe an organic reaction: reactants, conditions, products, and yield. This data is from the Open Reaction Database (ORD), a public repository of structured organic reaction records. The reactants are CN(CCCNC(=O)N1CCN(CC1)C1=CC=CC=C1)C (N-[3-(Dimethylamino)propyl]-4-phenyl-1-piperazine-carboxamide), C(=O)(N1C=NC=C1)N1C=NC=C1 (1,1'-carbonyldiimidazole), NCCN1CCCC1 (N-(2-aminoethyl)pyrrolidine), C1(=CC=CC=C1)N1CCNCC1 (1-phenylpiperazine). Solvent: O1CCCC1 (tetrahydrofuran). Product: C1(=CC=CC=C1)N1CCN(CC1)C(=O)NCCN1CCCC1 (4-Phenyl-N-[2-(1-pyrrolidinyl)ethyl]-1-piperazine-carboxamide). The yield is 59.0%. As a reaction SMILES: CN(C)C[CH2:4][CH2:5][NH:6][C:7]([N:9]1[CH2:14][CH2:13][N:12]([C:15]2[CH:20]=[CH:19][CH:18]=[CH:17][CH:16]=2)[CH2:11][CH2:10]1)=[O:8].C(N1C=CN=C1)(N1C=CN=C1)=O.NCC[N:37]1[CH2:41][CH2:40][CH2:39][CH2:38]1.C1(N2CCNCC2)C=CC=CC=1>O1CCCC1>[C:15]1([N:12]2[CH2:11][CH2:10][N:9]([C:7]([NH:6][CH2:5][CH2:4][N:37]3[CH2:41][CH2:40][CH2:39][CH2:38]3)=[O:8])[CH2:14][CH2:13]2)[CH:16]=[CH:17][CH:18]=[CH:19][CH:20]=1. Procedure: This compound was prepared according to the procedure used to synthesize the compound of Example 5. A mixture of 5.7 g (0.035 mole) of 1,1'-carbonyldiimidazole, 3.9 g (0.034 mole) of N-(2-aminoethyl)pyrrolidine, and 4.9 g (0.03 mole) of 1-phenylpiperazine in a total of 200 ml of tetrahydrofuran gave 5.4 g (59%) of the title compound as a white powder, m.p. 81.5°-84° C., after recrystallizing from diisopropyl ether.